From a dataset of the Open Reaction Database (ORD), a public repository of structured organic reaction records. describe an organic reaction: reactants, conditions, products, and yield Reactants: C([O-])([O-])=O.[K+].[K+] (Potassium carbonate), C(C)OC(C1=C(N=C(C=C1)Cl)Cl)=O (2,6-dichloro-nicotinic acid ethyl ester), OC1=CC=C(C#N)C=C1 (4-Hydroxy-benzonitrile). The solvent is CN(C)C=O (DMF), CN(C)C=O (DMF), CN(C)C=O (DMF). Run at time 10 minute. Yields the product C(C)OC(C1=C(N=C(C=C1)OC1=CC=C(C=C1)C#N)OC1=CC=C(C=C1)C#N)=O (2,6-Bis(4-Cyano Phenoxy)-nicotinic Acid Ethyl Ester). Isolated yield 90.3%. As a reaction SMILES: [C:1](=[O:4])([O-])[O-].[K+].[K+].[CH2:7]([O:9][C:10](=[O:19])[C:11]1[CH:16]=[CH:15][C:14](Cl)=[N:13][C:12]=1Cl)[CH3:8].[OH:20][C:21]1[CH:28]=[CH:27][C:24]([C:25]#[N:26])=[CH:23][CH:22]=1>CN(C=O)C>[CH2:7]([O:9][C:10](=[O:19])[C:11]1[CH:16]=[CH:15][C:14]([O:20][C:21]2[CH:28]=[CH:27][C:24]([C:25]#[N:26])=[CH:23][CH:22]=2)=[N:13][C:12]=1[O:4][C:1]1[CH:28]=[CH:27][C:24]([C:25]#[N:26])=[CH:23][CH:22]=1)[CH3:8] |f:0.1.2|. Procedure details: Potassium carbonate 1.58 g (11.5 mmol) was added to a stirred solution of 2,6-dichloro-nicotinic acid ethyl ester 1.0 g (4.6 mmol) in 5 ml of DMF and stirred for 10 min. 4-Hydroxy-benzonitrile 1.36 g (11.5 mmol), dissolved in 5 ml of DMF, was added dropwise to the stirred DMF solution and the flask was stirred at 80° C. for 4 h. The reaction mixture was poured into ice-cold water and the result was partitioned using ethyl acetate. The organic phase was washed with 1 M of Na2CO3 and saturated bri... The reactants are C1CCOC1, OCc1nccc(Cl)c1COC1CCCCO1. Yields the product O=Cc1nccc(Cl)c1COC1CCCCO1. Reaction SMILES: [CH2:18]1[O:19][CH2:20][CH2:21][CH2:22]1.[Cl:1][c:2]1[c:3]([CH2:10][O:11][CH:12]2[O:13][CH2:14][CH2:15][CH2:16][CH2:17]2)[c:4]([CH2:8][OH:9])[n:5][cH:6][cH:7]1>>[Cl:1][c:2]1[c:3]([CH2:10][O:11][CH:12]2[O:13][CH2:14][CH2:15][CH2:16][CH2:17]2)[c:4]([CH:8]=[O:9])[n:5][cH:6][cH:7]1. Starting materials: C1(CCCCC1)C=1C=C(C=CC1OCCN1CCOCC1)Cl (3-cyclohexyl-4-morpholinoethoxychlorobenzene), C1=CC=CC2=CC=CC=C12 (Naphthalene), [Li] (lithium), CN(C=O)C (Dimethylformamide). Run in O1CCCC1 (tetrahydrofuran), O1CCCC1 (tetrahydrofuran), O1CCCC1 (tetrahydrofuran). Conditions: temperature -78 celsius, time 1 hour. Product: ethyl acetate hexanes, C1(CCCCC1)C=1C=C(C=O)C=CC1OCCN1CCOCC1 (3-cyclohexyl-4-morpholinoethoxybenzaldehyde). Yield: 38.3%. RXN SMILES: C1C2C(=CC=CC=2)C=CC=1.[Li].[CH:12]1([C:18]2[CH:19]=[C:20](Cl)[CH:21]=[CH:22][C:23]=2[O:24][CH2:25][CH2:26][N:27]2[CH2:32][CH2:31][O:30][CH2:29][CH2:28]2)[CH2:17][CH2:16][CH2:15][CH2:14][CH2:13]1.CN(C)[CH:36]=[O:37]>O1CCCC1>[CH:12]1([C:18]2[CH:19]=[C:20]([CH:21]=[CH:22][C:23]=2[O:24][CH2:25][CH2:26][N:27]2[CH2:32][CH2:31][O:30][CH2:29][CH2:28]2)[CH:36]=[O:37])[CH2:17][CH2:16][CH2:15][CH2:14][CH2:13]1 |^1:10|. Procedure details: Naphthalene (3.48 g, 27.2 mmol) was added to a suspension of 30% lithium dispersion (3.2 g, 138 mmol, pre-washed with tetrahydrofuran) in tetrahydrofuran (80 ml). The suspension was stirred until a green color appeared (approximately 1 hour). The reaction was cooled to −78° C., and a solution of the 3-cyclohexyl-4-morpholinoethoxychlorobenzene (8 g, 24.7 mmol) in tetrahydrofuran (20 ml) was added. After 1 hour, the reaction was warmed to 0° C. and stirred for an additional hour. Dimethylformamid... Reactants: C1CCOC1, CN(C)Cc1ccc(C2(O)CCC3(CC2)OCCO3)nc1, Cl, [Na+], O=C([O-])O. The product is CN(C)Cc1ccc(C2(O)CCC(=O)CC2)nc1. As a reaction SMILES: [CH2:28]1[O:29][CH2:30][CH2:31][CH2:32]1.[CH3:1][N:2]([CH3:3])[CH2:4][c:5]1[cH:6][cH:7][c:8]([C:11]2([OH:21])[CH2:12][CH2:13][C:14]3([O:15][CH2:18][CH2:17][O:16]3)[CH2:19][CH2:20]2)[n:9][cH:10]1.[ClH:22].[Na+:27].[O-:23][C:24]([OH:25])=[O:26]>>[CH3:1][N:2]([CH3:3])[CH2:4][c:5]1[cH:6][cH:7][c:8]([C:11]2([OH:21])[CH2:12][CH2:13][C:14](=[O:15])[CH2:19][CH2:20]2)[n:9][cH:10]1. Starting materials: Cl (HCl), [OH-].[Na+] (NaOH), CN1N=CC(=C1)NC(=N)N (1-(1-methyl-1H-pyrazol-4-yl)guanidine), C(#N)C(C(=O)OCC)CC(OCC)OCC (ethyl 2-cyano-4,4-diethoxybutanoate), CO[Na].CO (CH3ONa CH3OH). Solvent: CO (MeOH), CCO (EtOH). Reaction conditions: temperature 100 celsius, time 20 hour. Product: CN1N=CC(=C1)NC=1N=C(C2=C(N1)NC=C2)O (2-((1-methyl-1H-pyrazol-4-yl)amino)-7H-pyrrolo[2,3-d]pyrimidin-4-ol). Yield: 36.2%. As a reaction SMILES: [CH3:1][N:2]1[CH:6]=[C:5]([NH:7][C:8]([NH2:10])=[NH:9])[CH:4]=[N:3]1.[C:11]([CH:13]([CH2:19][CH:20](OCC)OCC)[C:14](OCC)=[O:15])#[N:12].CO[Na].CO.Cl.[OH-].[Na+]>CCO.CO>[CH3:1][N:2]1[CH:6]=[C:5]([NH:7][C:8]2[N:10]=[C:14]([OH:15])[C:13]3[CH:19]=[CH:20][NH:12][C:11]=3[N:9]=2)[CH:4]=[N:3]1 |f:2.3,5.6|. Reported procedure: To a solution of crude 1-(1-methyl-1H-pyrazol-4-yl)guanidine (17.5 g, crude) and ethyl 2-cyano-4,4-diethoxybutanoate (13.08 g, 0.06 mol) in EtOH (50 mL) was added CH3ONa/CH3OH (150 mL, 0.06 mol) at 20° C., and the reaction mixture was stirred at 100° C. for 20 hrs. The pH was adjusted to 2 by HCl (6 M) and stirred for 30 min. Then pH was adjusted to 7-8 by aqueous NaOH (1 M). The reaction mixture was filtered and the filter cake was dried in vacuo to afford a first batch of pure product. The fil...